From a dataset of the Open Reaction Database (ORD), a public repository of structured organic reaction records. describe an organic reaction: reactants, conditions, products, and yield Reactants: OCC12CCC(CC1)(CC2)C2=NC=1N(C(N(C(C1N2)=O)CCC)=O)CCC (8-(4-Hydroxymethyl-bicyclo[2.2.2]oct-1-yl)-1,3-dipropyl-3,7-dihydro-purine-2,6-dione), CC(=O)OI1(C=2C=CC=CC2C(=O)O1)(OC(=O)C)OC(=O)C (Dess-Martin periodinane). Run in C(Cl)Cl (CH2Cl2). Yields the product O=C1N(C(C=2NC(=NC2N1CCC)C12CCC(CC1)(CC2)C=O)=O)CCC (4-(2,6-Dioxo-1,3-dipropyl-2,3,6,7-tetrahydro-1H-purin-8-yl)-bicyclo[2.2.2]octane-1-carbaldehyde). Yield: 62.0%. RXN SMILES: [OH:1][CH2:2][C:3]12[CH2:10][CH2:9][C:6]([C:11]3[NH:19][C:18]4[C:17](=[O:20])[N:16]([CH2:21][CH2:22][CH3:23])[C:15](=[O:24])[N:14]([CH2:25][CH2:26][CH3:27])[C:13]=4[N:12]=3)([CH2:7][CH2:8]1)[CH2:5][CH2:4]2.CC(OI1(OC(C)=O)(OC(C)=O)OC(=O)C2C=CC=CC1=2)=O>C(Cl)Cl>[O:24]=[C:15]1[N:14]([CH2:25][CH2:26][CH3:27])[C:13]2[N:12]=[C:11]([C:6]34[CH2:7][CH2:8][C:3]([CH:2]=[O:1])([CH2:10][CH2:9]3)[CH2:4][CH2:5]4)[NH:19][C:18]=2[C:17](=[O:20])[N:16]1[CH2:21][CH2:22][CH3:23]. Procedure details: To a solution of 0.092 g (0.246 mmol) of 8-(4-Hydroxymethyl-bicyclo[2.2.2]oct-1-yl)-1,3-dipropyl-3,7-dihydro-purine-2,6-dione (Example 15) in 5 ml of CH2Cl2 was added 0.125 g (0.295 mmol) Dess-Martin periodinane. The reaction mixture was stirred at rt until the oxidation was complete. The reaction solution was filtered through a plug of basic alumina, washed with sat'd NaHCO3, brine, and dried over Na2SO4. The CH2Cl2 solution was conc'd in vacuo to give 0.057 g (62% yield) of an off-white solid.... Starting materials: C(Cl)(Cl)Cl (chloroform), ClCC1=CC2=C(OCO2)C=C1C (5-chloromethyl-6-methyl-1,3-benzodioxole), SCC(=O)O (mercaptoacetic acid), [OH-].[Na+] (sodium hydroxide). Run in C(C)O (ethanol). Product: CC=1C(=CC2=C(OCO2)C1)CSCC(=O)O ([{(6-Methyl-1,3-benzodioxol-5-yl) methyl}thio]acetic acid). The yield is 20.5%. As a reaction SMILES: Cl[CH2:2][C:3]1[C:11]([CH3:12])=[CH:10][C:6]2[O:7][CH2:8][O:9][C:5]=2[CH:4]=1.[SH:13][CH2:14][C:15]([OH:17])=[O:16].[OH-].[Na+].C(Cl)(Cl)Cl>C(O)C>[CH3:12][C:11]1[C:3]([CH2:2][S:13][CH2:14][C:15]([OH:17])=[O:16])=[CH:4][C:5]2[O:9][CH2:8][O:7][C:6]=2[CH:10]=1 |f:2.3|. Procedure: A suspension of 6.0 g of 5-chloromethyl-6-methyl-1,3-benzodioxole, 6.0 g of mercaptoacetic acid and 6.5 g of sodium hydroxide in 130 ml of 50% hydrous ethanol was heated under reflux for 1 h. The reaction mixture was concentrated. Water was added thereto and the mixture was washed with ethyl acetate. The aqueous layer was acidified with 1Nhydrochloric acid. After extraction with chloroform, the extract was dried over magnesium sulfate. The solvent was distilled off and the product was isolated a... The solvent is CC(CCC)O (2-pentanol). The product is Cl.N1N=CC2=CC=C(C=C12)NC1=CC=NC2=CC(=C(C=C12)OC)OCCOC (4-(1H-indazol-6-ylamino)-6-methoxy-7-(2-methoxyethoxy)quinoline hydrochloride). The reactants are Cl.ClC1=CC=NC2=CC(=C(C=C12)OC)OCCOC (4-chloro-6-methoxy-7-(2-methoxyethoxy)quinoline hydrochloride), NC1=CC=C2C=NNC2=C1 (6-aminoindazole). Isolated yield 54.8%. Reaction SMILES: Cl.[Cl:2][C:3]1[C:12]2[C:7](=[CH:8][C:9]([O:15][CH2:16][CH2:17][O:18][CH3:19])=[C:10]([O:13][CH3:14])[CH:11]=2)[N:6]=[CH:5][CH:4]=1.[NH2:20][C:21]1[CH:29]=[C:28]2[C:24]([CH:25]=[N:26][NH:27]2)=[CH:23][CH:22]=1>CC(O)CCC>[ClH:2].[NH:27]1[C:28]2[C:24](=[CH:23][CH:22]=[C:21]([NH:20][C:3]3[C:12]4[C:7](=[CH:8][C:9]([O:15][CH2:16][CH2:17][O:18][CH3:19])=[C:10]([O:13][CH3:14])[CH:11]=4)[N:6]=[CH:5][CH:4]=3)[CH:29]=2)[CH:25]=[N:26]1 |f:0.1,4.5|. Reported procedure: A solution of 4-chloro-6-methoxy-7-(2-methoxyethoxy)quinoline hydrochloride (300 mg, 1 mmol) (prepared as described for the starting material in Example 5), and 6-aminoindazole (130 mg, 0.97 mmol) in 2-pentanol (10 ml) was heated at reflux for 3 hours. The precipitate was collected by filtration, washed with acetone and dried under vacuum. The residue was purified by reverse phase column chromatography eluting with methanol/water containing 1% acetic acid (40/60). Concentrated hydrochloric acid ... Starting materials: C(C1=CC=CC=C1)NCCNC(=O)[C@]12[C@@H]([C@H]3CC[C@@H]4[C@]5(CC=C(C([C@@H]5CC[C@]4([C@@]3(CC1)C)C)(C)C)C1=CC=C(C(=O)OC)C=C1)C)[C@@H](CC2)C(=C)C (methyl 4-((1R,3aS,5aR,5bR,7aR,11aS,11bR,13aR,13bR)-3a-(2-(benzylamino)ethylcarbamoyl)-5a,5b,8,8,11a-pentamethyl-1-(prop-1-en-2-yl)-2,3,3a,4,5,5a,5b,6,7,7a,8,11,11a,11b,12,13,13a,13b-octadecahydro-1H-cyclopenta[a]chrysen-9-yl)benzoate), BrCC(=O)OC (methyl 2-bromoacetate), C([O-])([O-])=O.[K+].[K+] (potassium carbonate). Run in O1CCOCC1 (dioxane), C(C)#N (acetonitrile). Conditions: temperature 78 celsius. Product: C(C1=CC=CC=C1)N(CCNC(=O)[C@]12[C@@H]([C@H]3CC[C@@H]4[C@]5(CC=C(C([C@@H]5CC[C@]4([C@@]3(CC1)C)C)(C)C)C1=CC=C(C(=O)OC)C=C1)C)[C@@H](CC2)C(=C)C)CC(=O)OC (methyl 4-((1R,3aS,5aR,5bR,7aR,11aS,11bR,13aR,13bR)-3a-(2-(benzyl(2-methoxy-2-oxoethyl)amino)ethylcarbamoyl)-5a,5b,8,8,11a-pentamethyl-1-(prop-1-en-2-yl)-2,3,3a,4,5,5a,5b,6,7,7a,8,11,11a,11b,12,13,13a,13b-octadecahydro-1H-cyclopenta[a]chrysen-9-yl)benzoate). RXN SMILES: [CH2:1]([NH:8][CH2:9][CH2:10][NH:11][C:12]([C@:14]12[CH2:49][CH2:48][C@@H:47]([C:50]([CH3:52])=[CH2:51])[C@@H:15]1[C@@H:16]1[C@@:29]([CH3:32])([CH2:30][CH2:31]2)[C@@:28]2([CH3:33])[C@@H:19]([C@:20]3([CH3:46])[C@@H:25]([CH2:26][CH2:27]2)[C:24]([CH3:35])([CH3:34])[C:23]([C:36]2[CH:45]=[CH:44][C:39]([C:40]([O:42][CH3:43])=[O:41])=[CH:38][CH:37]=2)=[CH:22][CH2:21]3)[CH2:18][CH2:17]1)=[O:13])[C:2]1[CH:7]=[CH:6][CH:5]=[CH:4][CH:3]=1.Br[CH2:54][C:55]([O:57][CH3:58])=[O:56].C(=O)([O-])[O-].[K+].[K+]>O1CCOCC1.C(#N)C>[CH2:1]([N:8]([CH2:54][C:55]([O:57][CH3:58])=[O:56])[CH2:9][CH2:10][NH:11][C:12]([C@:14]12[CH2:49][CH2:48][C@@H:47]([C:50]([CH3:52])=[CH2:51])[C@@H:15]1[C@@H:16]1[C@@:29]([CH3:32])([CH2:30][CH2:31]2)[C@@:28]2([CH3:33])[C@@H:19]([C@:20]3([CH3:46])[C@@H:25]([CH2:26][CH2:27]2)[C:24]([CH3:35])([CH3:34])[C:23]([C:36]2[CH:37]=[CH:38][C:39]([C:40]([O:42][CH3:43])=[O:41])=[CH:44][CH:45]=2)=[CH:22][CH2:21]3)[CH2:18][CH2:17]1)=[O:13])[C:2]1[CH:3]=[CH:4][CH:5]=[CH:6][CH:7]=1 |f:2.3.4|. Procedure: A mixture of methyl 4-((1R,3aS,5aR,5bR,7aR,11aS,11bR,13aR,13bR)-3a-(2-(benzylamino)ethylcarbamoyl)-5a,5b,8,8,11a-pentamethyl-1-(prop-1-en-2-yl)-2,3,3a,4,5,5a,5b,6,7,7a,8,11,11a,11b,12,13,13a,13b-octadecahydro-1H-cyclopenta[a]chrysen-9-yl)benzoate (50 mg, 0.071 mmol), methyl 2-bromoacetate (32.5 mg, 0.213 mmol) and potassium carbonate (29.4 mg, 0.213 mmol) in dioxane (1 mL) and acetonitrile (1 mL) was heated up at 78° C. for 3 hours. LCMS indicated the formation of desired product. The reaction m... Reactants: Cn1cc(Cl)c(C(=O)O)n1, CC1(c2cc(N)ccc2F)N=C(N)OCC1(F)F. The product is Cn1cc(Cl)c(C(=O)Nc2ccc(F)c(C3(C)N=C(N)OCC3(F)F)c2)n1. RXN SMILES: [Cl:19][c:20]1[c:21]([C:26](=[O:27])[OH:28])[n:22][n:23]([CH3:25])[cH:24]1.[NH2:1][c:2]1[cH:3][cH:4][c:5]([F:18])[c:6]([C:8]2([CH3:17])[N:9]=[C:10]([NH2:16])[O:11][CH2:12][C:13]2([F:14])[F:15])[cH:7]1>>[NH:1]([c:2]1[cH:3][cH:4][c:5]([F:18])[c:6]([C:8]2([CH3:17])[N:9]=[C:10]([NH2:16])[O:11][CH2:12][C:13]2([F:14])[F:15])[cH:7]1)[C:26]([c:21]1[c:20]([Cl:19])[cH:24][n:23]([CH3:25])[n:22]1)=[O:27]. The reactants are CCN=C=O, Nc1cc(F)cc2c1OCCC21SC(=O)NC1=O, C1CCOC1. The product is CCNC(=O)Nc1cc(F)cc2c1OCCC21SC(=O)NC1=O. As a reaction SMILES: [CH2:19]([CH3:20])[N:21]=[C:22]=[O:23].[NH2:1][c:2]1[cH:3][c:4]([F:18])[cH:5][c:6]2[c:11]1[O:10][CH2:9][CH2:8][C:7]21[C:12](=[O:17])[NH:13][C:14](=[O:16])[S:15]1.[O:24]1[CH2:25][CH2:26][CH2:27][CH2:28]1>>[NH:1]([c:2]1[cH:3][c:4]([F:18])[cH:5][c:6]2[c:11]1[O:10][CH2:9][CH2:8][C:7]21[C:12](=[O:17])[NH:13][C:14](=[O:16])[S:15]1)[C:22]([NH:21][CH2:19][CH3:20])=[O:23]. Starting materials: COC=1C=CC(=C(C1)O)CC1=CC=C(C=C1)CCOCOC (5-methoxy-2-{4-[2-(methoxymethyl-oxy)ethyl]benzyl}phenol), C(C)(=O)O[C@H]1[C@@H](OC(C(Cl)(Cl)Cl)=N)O[C@@H]([C@H]([C@@H]1OC(C)=O)OC(C)=O)COC(C)=O (2,3,4,6-tetra-O-acetyl-1-O-trichloroacetoimidoyl-α-D-glucopyranose), C(O)([O-])=O.[Na+] (sodium hydrogen carbonate). Run in ClCCl (dichloromethane). Reaction conditions: time 20 minute. Product: C(C)(=O)O[C@H]1[C@H](OC2=C(C=CC(=C2)OC)CC2=CC=C(C=C2)CCOCOC)O[C@@H]([C@H]([C@@H]1OC(C)=O)OC(C)=O)COC(C)=O (5-methoxy-2-{4-[2-(methoxymethyloxy)ethyl]benzyl}phenyl 2,3,4,6-tetra-O-acetyl-β-D-glucopyranoside). The yield is 83.0%. RXN SMILES: [CH3:1][O:2][C:3]1[CH:4]=[CH:5][C:6]([CH2:10][C:11]2[CH:16]=[CH:15][C:14]([CH2:17][CH2:18][O:19][CH2:20][O:21][CH3:22])=[CH:13][CH:12]=2)=[C:7]([OH:9])[CH:8]=1.[C:23]([O:26][C@@H:27]1[C@@H:39]([O:40][C:41](=[O:43])[CH3:42])[C@H:38]([O:44][C:45](=[O:47])[CH3:46])[C@@H:37]([CH2:48][O:49][C:50](=[O:52])[CH3:51])[O:36][C@@H:28]1OC(=N)C(Cl)(Cl)Cl)(=[O:25])[CH3:24].C(=O)([O-])O.[Na+]>ClCCl>[C:23]([O:26][C@@H:27]1[C@@H:39]([O:40][C:41](=[O:43])[CH3:42])[C@H:38]([O:44][C:45](=[O:47])[CH3:46])[C@@H:37]([CH2:48][O:49][C:50](=[O:52])[CH3:51])[O:36][C@H:28]1[O:9][C:7]1[CH:8]=[C:3]([O:2][CH3:1])[CH:4]=[CH:5][C:6]=1[CH2:10][C:11]1[CH:16]=[CH:15][C:14]([CH2:17][CH2:18][O:19][CH2:20][O:21][CH3:22])=[CH:13][CH:12]=1)(=[O:25])[CH3:24] |f:2.3|. Reported procedure: To a solution of 5-methoxy-2-{4-[2-(methoxymethyl-oxy)ethyl]benzyl}phenol (0.19 g) and 2,3,4,6-tetra-O-acetyl-1-O-trichloroacetoimidoyl-α-D-glucopyranose (0.40 g) in dichloromethane (15 mL) was added boron trifluoride-diethyl ether complex (0.088 mL) at 0° C., and the mixture was stirred 20 minutes. A saturated aqueous sodium hydrogen carbonate solution was added to the reaction mixture, and the organic layer was separated. The organic layer was dried over anhydrous sodium sulfate, and the solve... Reactants: [N+](=O)([O-])C=1C=CC=C2C(C=CNC12)=O (1,4-dihydro-8-nitro-4-oxoquinoline), O1COCOC1 (1,3,5-trioxane), Cl (hydrochloric acid), ice water. Solvent: O1CCOCC1 (dioxane). Conditions: temperature 90 celsius, time 3.5 hour. Yields the product ClCC1=CNC2=C(C=CC=C2C1=O)[N+](=O)[O-] (3-chloromethyl-1,4-dihydro-8-nitro-4-oxoquinoline). As a reaction SMILES: [N+:1]([C:4]1[CH:5]=[CH:6][CH:7]=[C:8]2[C:13]=1[NH:12][CH:11]=[CH:10][C:9]2=O)([O-:3])=[O:2].[O:15]1[CH2:20]OCOC1.[ClH:21]>O1CCOCC1>[Cl:21][CH2:9][C:10]1[C:20](=[O:15])[C:8]2[C:13](=[C:4]([N+:1]([O-:3])=[O:2])[CH:5]=[CH:6][CH:7]=2)[NH:12][CH:11]=1. Reported procedure: A mixture of 1,4-dihydro-8-nitro-4-oxoquinoline (10 g) and 1,3,5-trioxane (23.7 g) in dioxane (100 ml) and conc. hydrochloric acid (200 ml) was stirred for 3.5 hours at 90° C. and allowed to stand to ambient temperature. To the mixture was added ice water (700 g), and the mixture was stirred for 1 hour. The resulting precipitates were collected by filtration and washed with cold water to give 3-chloromethyl-1,4-dihydro-8-nitro-4-oxoquinoline (6.5 g). The reactants are CCOC(=O)c1cc2cccc(N(C)S(=O)(=O)c3ccccc3C(F)(F)F)c2[nH]1, [K+], C1CCOC1, [OH-], O=C(O)CC(O)(CC(=O)O)C(=O)O. Product: CN(c1cccc2cc(C(=O)O)[nH]c12)S(=O)(=O)c1ccccc1C(F)(F)F. Reaction SMILES: [CH3:1][N:2]([c:3]1[cH:4][cH:5][cH:6][c:7]2[cH:8][c:9]([C:12](=[O:13])[O:14][CH2:15][CH3:16])[nH:10][c:11]12)[S:17](=[O:18])(=[O:19])[c:20]1[c:21]([C:26]([F:27])([F:28])[F:29])[cH:22][cH:23][cH:24][cH:25]1.[K+:31].[O:45]1[CH2:46][CH2:47][CH2:48][CH2:49]1.[OH-:30].[OH:32][C:33]([CH2:34][C:35]([C:36](=[O:37])[OH:38])([CH2:39][C:40](=[O:41])[OH:42])[OH:43])=[O:44]>>[CH3:1][N:2]([c:3]1[cH:4][cH:5][cH:6][c:7]2[cH:8][c:9]([C:12](=[O:13])[OH:14])[nH:10][c:11]12)[S:17](=[O:18])(=[O:19])[c:20]1[c:21]([C:26]([F:27])([F:28])[F:29])[cH:22][cH:23][cH:24][cH:25]1. Starting materials: C(C1=CC=CC=C1)(=O)C=1C=C(C=NC1Cl)OC[C@H]1N(CC1)C(=O)OC(C)(C)C (5-benzoyl-6-chloro-3-(1-BOC-2-(S)-azetidinylmethoxy)pyridine), C(=O)(C(F)(F)F)O (TFA). Solvent: C(Cl)Cl (CH2Cl2). Reaction conditions: temperature 0 celsius, time 45 minute. The product is C(C1=CC=CC=C1)(=O)C=1C=C(C=NC1Cl)OC[C@H]1NCC1 (5-Benzoyl-6-chloro-3-(2-(S)-azetidinylmethoxy)pyridine). Reaction SMILES: [C:1]([C:9]1[CH:10]=[C:11]([O:16][CH2:17][C@@H:18]2[CH2:21][CH2:20][N:19]2C(OC(C)(C)C)=O)[CH:12]=[N:13][C:14]=1[Cl:15])(=[O:8])[C:2]1[CH:7]=[CH:6][CH:5]=[CH:4][CH:3]=1.C(O)(C(F)(F)F)=O>C(Cl)Cl>[C:1]([C:9]1[CH:10]=[C:11]([O:16][CH2:17][C@@H:18]2[CH2:21][CH2:20][NH:19]2)[CH:12]=[N:13][C:14]=1[Cl:15])(=[O:8])[C:2]1[CH:3]=[CH:4][CH:5]=[CH:6][CH:7]=1. Reported procedure: 5-benzoyl-6-chloro-3-(1-BOC-2-(S)-azetidinylmethoxy)pyridine from step 107a is dissolved in CH2Cl2 (10 mL). The mixture is cooled to 0° C., TFA (10 mL) is added and the reaction is stirred for 45 minutes as it warms to room temperature. The mixture is concentrated in vacuo and taken up in a minimum amount of H2O. The aqueous mixture is basified with 15% NaOH and extracted with CH2Cl2 (200 mL), which is dried (MgSO4) and concentrated. The residue is chromatographed (silica gel) to afford the free...